describe an organic reaction: reactants, conditions, products, and yield From a dataset of the Open Reaction Database (ORD), a public repository of structured organic reaction records. Reactants: [BH4-].[Na+] (sodium borohydride), [Si](C)(C)(C(C)(C)C)OC(C)C1=CC(=NO1)C(=O)OCC (ethyl 5-[1-(t-butyldimethylsilanyloxy)ethyl]isoxazole-3-carboxylate), O (water). Solvent: C(C)O (ethanol). Reaction conditions: time 4 hour. Yields the product [Si](C)(C)(C(C)(C)C)OC(C)C1=CC(=NO1)CO ({5-[1-(t-butyldimethylsilanyloxy)ethyl]isoxazol-3-yl}methanol). Yield: 95.5%. As a reaction SMILES: [Si:1]([O:8][CH:9]([C:11]1[O:15][N:14]=[C:13]([C:16](OCC)=[O:17])[CH:12]=1)[CH3:10])([C:4]([CH3:7])([CH3:6])[CH3:5])([CH3:3])[CH3:2].[BH4-].[Na+].O>C(O)C>[Si:1]([O:8][CH:9]([C:11]1[O:15][N:14]=[C:13]([CH2:16][OH:17])[CH:12]=1)[CH3:10])([C:4]([CH3:5])([CH3:6])[CH3:7])([CH3:2])[CH3:3] |f:1.2|. Reported procedure: 8.95 g of ethyl 5-[1-(t-butyldimethylsilanyloxy)ethyl]isoxazole-3-carboxylate was dissolved in 60 ml of ethanol, and 2.30 g of sodium borohydride was then added. The mixture was stirred at room temperature for 4 hours. After 30 ml of water was added, the reaction mixture was concentrated to 30 ml under reduced pressure. The concentrated solution was extracted with ethyl acetate. The organic layer was dried over anhydrous magnesium sulfate, filtered and then concentrated under reduced pressure. T... Starting materials: CC(=O)OC(c1ccc(CO)cc1)C(Cc1nccn1COCC[Si](C)(C)C)Cc1nccn1COCC[Si](C)(C)C, C, CCO, [H][H], [Pd]. Product: C[Si](C)(C)CCOCn1ccnc1CC(Cc1ccc(CO)cc1)Cc1nccn1COCC[Si](C)(C)C. RXN SMILES: [C:1]([O:2][CH:5]([CH:6]([CH2:7][c:8]1[n:9]([CH2:13][O:14][CH2:15][CH2:16][Si:17]([CH3:18])([CH3:19])[CH3:20])[cH:10][cH:11][n:12]1)[CH2:21][c:22]1[n:23]([CH2:27][O:28][CH2:29][CH2:30][Si:31]([CH3:32])([CH3:33])[CH3:34])[cH:24][cH:25][n:26]1)[c:35]1[cH:36][cH:37][c:38]([CH2:41][OH:42])[cH:39][cH:40]1)(=[O:3])[CH3:4].[C:45].[CH3:47][CH2:48][OH:49].[H:43][H:44].[Pd:46]>>[CH2:5]([CH:6]([CH2:7][c:8]1[n:9]([CH2:13][O:14][CH2:15][CH2:16][Si:17]([CH3:18])([CH3:19])[CH3:20])[cH:10][cH:11][n:12]1)[CH2:21][c:22]1[n:23]([CH2:27][O:28][CH2:29][CH2:30][Si:31]([CH3:32])([CH3:33])[CH3:34])[cH:24][cH:25][n:26]1)[c:35]1[cH:36][cH:37][c:38]([CH2:41][OH:42])[cH:39][cH:40]1. Reactants: ClC1=CC(=NC=N1)C1=CC=C(C=C1)[C@H](C)N1C(O[C@@](CC1)(CCCO)C1=CC=C(C=C1)F)=O ((R)-3-((S)-1-(4-(6-chloropyrimidin-4-yl)phenyl)ethyl)-6-(4-fluorophenyl)-6-(3-hydroxypropyl)-1,3-oxazinan-2-one), [OH-].[Na+] (NaOH). Run at temperature 110 celsius. The product is FC1=CC=C(C=C1)[C@]1(CCN(C(O1)=O)[C@@H](C)C1=CC=C(C=C1)C1=NC=NC(=C1)O)CCCO ((R)-6-(4-fluorophenyl)-6-(3-hydroxypropyl)-3-((S)-1-(4-(6-hydroxypyrimidin-4-yl)phenyl)ethyl)-1,3-oxazinan-2-one). Isolated yield 78.0%. As a reaction SMILES: Cl[C:2]1[N:7]=[CH:6][N:5]=[C:4]([C:8]2[CH:13]=[CH:12][C:11]([C@@H:14]([N:16]3[CH2:21][CH2:20][C@@:19]([C:26]4[CH:31]=[CH:30][C:29]([F:32])=[CH:28][CH:27]=4)([CH2:22][CH2:23][CH2:24][OH:25])[O:18][C:17]3=[O:33])[CH3:15])=[CH:10][CH:9]=2)[CH:3]=1.[OH-:34].[Na+]>>[F:32][C:29]1[CH:30]=[CH:31][C:26]([C@:19]2([CH2:22][CH2:23][CH2:24][OH:25])[O:18][C:17](=[O:33])[N:16]([C@H:14]([C:11]3[CH:12]=[CH:13][C:8]([C:4]4[CH:3]=[C:2]([OH:34])[N:7]=[CH:6][N:5]=4)=[CH:9][CH:10]=3)[CH3:15])[CH2:21][CH2:20]2)=[CH:27][CH:28]=1 |f:1.2|. Procedure: A mixture of (R)-3-((S)-1-(4-(6-chloropyrimidin-4-yl)phenyl)ethyl)-6-(4-fluorophenyl)-6-(3-hydroxypropyl)-1,3-oxazinan-2-one (20 mg, 0.0426 mmol) in 15% aq NaOH (5 mL) was heated to 110° C. overnight. Then the solvent was evaporated, and the residue was washed with EtOAc. The solid was filted off and the filtrate was dried, and condensed in vacuum to give the crude product, which was purified by preparative HPLC to afford (R)-6-(4-fluorophenyl)-6-(3-hydroxypropyl)-3-((S)-1-(4-(6-hydroxypyrimidin... Starting materials: CCCCCCCCCCCCOCCCl, COC(=O)c1ccc(O)cc1, CN(C)C=O. Product: CCCCCCCCCCCCOCCOc1ccc(C(=O)OC)cc1. RXN SMILES: [CH2:12]([CH2:13][CH2:14][CH2:15][CH2:16][CH2:17][CH2:18][CH2:19][CH2:20][CH2:21][CH2:22][CH3:23])[O:24][CH2:25][CH2:26][Cl:27].[CH3:1][O:2][C:3]([c:4]1[cH:5][cH:6][c:7]([OH:10])[cH:8][cH:9]1)=[O:11].[O:28]=[CH:29][N:30]([CH3:31])[CH3:32]>>[CH3:1][O:2][C:3]([c:4]1[cH:5][cH:6][c:7]([O:10][CH2:26][CH2:25][O:24][CH2:12][CH2:13][CH2:14][CH2:15][CH2:16][CH2:17][CH2:18][CH2:19][CH2:20][CH2:21][CH2:22][CH3:23])[cH:8][cH:9]1)=[O:11]. The reactants are O1COC2=C1C=CC(=C2)C2(CC2)C(=O)NC=2C=C1CC(NC1=CC2)C(C)(C)C (1-(benzo[d][1,3]dioxol-5-yl)-N-(2-tert-butylindolin-5-yl)cyclopropanecarboxamide), [H-].[Na+] (NaH), ClCC(=O)N(C)C (2-chloro-N,N-dimethylacetamide). The solvent is CN(C)C=O (DMF), C1CCOC1 (THF). Reaction conditions: temperature 0 celsius, time 10 hour. Product: O1COC2=C1C=CC(=C2)C2(CC2)C(=O)NC=2C=C1C=C(N(C1=CC2)CC(=O)N(C)C)C(C)(C)C (1-(benzo[d][1,3]dioxol-5-yl)-N-(2-tert-butyl-1-(2-(dimethylamino)-2-oxoethyl)-1H-indol-5-yl)cyclopropanecarboxamide). Reaction SMILES: [O:1]1[C:5]2[CH:6]=[CH:7][C:8]([C:10]3([C:13]([NH:15][C:16]4[CH:17]=[C:18]5[C:22](=[CH:23][CH:24]=4)[NH:21][CH:20]([C:25]([CH3:28])([CH3:27])[CH3:26])[CH2:19]5)=[O:14])[CH2:12][CH2:11]3)=[CH:9][C:4]=2[O:3][CH2:2]1.[H-].[Na+].Cl[CH2:32][C:33]([N:35]([CH3:37])[CH3:36])=[O:34]>CN(C=O)C.C1COCC1>[O:1]1[C:5]2[CH:6]=[CH:7][C:8]([C:10]3([C:13]([NH:15][C:16]4[CH:17]=[C:18]5[C:22](=[CH:23][CH:24]=4)[N:21]([CH2:32][C:33]([N:35]([CH3:37])[CH3:36])=[O:34])[C:20]([C:25]([CH3:28])([CH3:27])[CH3:26])=[CH:19]5)=[O:14])[CH2:12][CH2:11]3)=[CH:9][C:4]=2[O:3][CH2:2]1 |f:1.2|. Procedure details: To a solution of 1-(benzo[d][1,3]dioxol-5-yl)-N-(2-tert-butylindolin-5-yl)cyclopropanecarboxamide (62 mg, 0.16 mmol) in anhydrous DMF (0.11 mL) and THF (1 mL) was added NaH (60% in mineral oil, 21 mg, 0.51 mmol) at room temperature under N2. After 30 mm of stirring, the reaction mixture was cooled to 0° C. and 2-chloro-N,N-dimethylacetamide (11 mL, 0.14 mmol,) was added. The reaction mixture was stirred for 5 min at 0° C. and then for 10 h at room temperature. The mixture was purified by prepara... Reaction conditions: time 1 hour. Starting materials: O=P(Cl)(Cl)Cl (POCl3), ClC1=NC=CC(=C1)C1=NC2=CC=CC=C2C(=C1)O (2-(2-chloro-pyridin-4-yl)-quinolin-4-ol), O=P(Cl)(Cl)Cl (POCl3), CCN(C(C)C)C(C)C (DIEA). RXN SMILES: [Cl:1][C:2]1[CH:7]=[C:6]([C:8]2[CH:17]=[C:16](O)[C:15]3[C:10](=[CH:11][CH:12]=[CH:13][CH:14]=3)[N:9]=2)[CH:5]=[CH:4][N:3]=1.O=P(Cl)(Cl)[Cl:21].CCN(C(C)C)C(C)C>C(Cl)Cl>[Cl:21][C:16]1[C:15]2[C:10](=[CH:11][CH:12]=[CH:13][CH:14]=2)[N:9]=[C:8]([C:6]2[CH:5]=[CH:4][N:3]=[C:2]([Cl:1])[CH:7]=2)[CH:17]=1. Procedure: To a 250 mL RBF was added 4.6 g (18 mmol) 2-(2-chloro-pyridin-4-yl)-quinolin-4-ol and 100 mL POCl3, and the mixture was treated with 3.1 mL DIEA (18 mmol). The mixture was was stirred at rt for 1 h, and all starting material was converted. All POCl3 was vacuumed down. The residue was dissolved in 250 mL DCM, washed with saturated NaHCO3 carefully to pH 8. The organic phase was dried over Na2SO4, concentrated and purified by column and yielded pale yellow 4-chloro-2-(2-chloro-pyridin-4-yl)-quinol... Product: ClC1=CC(=NC2=CC=CC=C12)C1=CC(=NC=C1)Cl (4-chloro-2-(2-chloro-pyridin-4-yl)-quinoline). Solvent: C(Cl)Cl (DCM). Starting materials: CCOC(=O)c1sc(NC(=O)c2ccccc2)nc1C, CC(=O)O, [Li+], C1CCOC1, [OH-], O. Product: Cc1nc(NC(=O)c2ccccc2)sc1C(=O)O. As a reaction SMILES: [C:1]([c:2]1[cH:3][cH:4][cH:5][cH:6][cH:7]1)(=[O:8])[NH:9][c:10]1[s:11][c:12]([C:16](=[O:17])[O:18][CH2:19][CH3:20])[c:13]([CH3:15])[n:14]1.[CH3:23][C:24](=[O:25])[OH:26].[Li+:21].[O:27]1[CH2:28][CH2:29][CH2:30][CH2:31]1.[OH-:22].[OH2:32]>>[C:1]([c:2]1[cH:3][cH:4][cH:5][cH:6][cH:7]1)(=[O:8])[NH:9][c:10]1[s:11][c:12]([C:16](=[O:17])[OH:18])[c:13]([CH3:15])[n:14]1. The product is NC1=NC=CC(=N1)C1=CC(=C(N1)C1=C(C=CC(=C1)Cl)C)C(=O)O (5-(2-Aminopyrimidin-4-yl)-2-(5-chloro-2-methyl-phenyl]-1H-pyrrole-3-carboxylic acid). Run at temperature 5 celsius. Starting materials: NC1=NC=CC(=N1)C1=CC(=C(N1)C1=C(C=CC(=C1)Cl)C)C(=O)OCC (Ethyl 5-(2-aminopyrimidin-4-yl)-2-(5-chloro-2-methylphenyl)-1H-pyrrole-3-carboxylate), solution, [OH-].[K+] (potassium hydroxide), CCO (EtOH). Reported procedure: Ethyl 5-(2-aminopyrimidin-4-yl)-2-(5-chloro-2-methylphenyl)-1H-pyrrole-3-carboxylate (1.0 g, 2.80 mmol) was treated with a 1.5 M solution of potassium hydroxide in 95% EtOH (32.4 mL, 20 eq) under reflux for 20 h. After cooling, the residue was concentrated, dissolved in water and washed with DCM. To the aqueous phase cooled to 5° C., a solution of 2 N HCl was added, under agitation. The resultant precipitate was collected by filtration to give the title compound (0.92 g, 95%). RXN SMILES: [NH2:1][C:2]1[N:7]=[C:6]([C:8]2[NH:12][C:11]([C:13]3[CH:18]=[C:17]([Cl:19])[CH:16]=[CH:15][C:14]=3[CH3:20])=[C:10]([C:21]([O:23]CC)=[O:22])[CH:9]=2)[CH:5]=[CH:4][N:3]=1.[OH-].[K+].CCO>>[NH2:1][C:2]1[N:7]=[C:6]([C:8]2[NH:12][C:11]([C:13]3[CH:18]=[C:17]([Cl:19])[CH:16]=[CH:15][C:14]=3[CH3:20])=[C:10]([C:21]([OH:23])=[O:22])[CH:9]=2)[CH:5]=[CH:4][N:3]=1 |f:1.2|. The yield is 99.9%. Reactants: ClC1=C(C(=O)O)C(=CC=C1)F (2-chloro-6-fluorobenzoic acid), C1(CC1)CC(CN)C=1C=NC(=CC1)C(F)(F)F (3-cyclopropyl-2-(6-(trifluoromethyl)pyridin-3-yl)propan-1-amine). Yields the product ClC1=C(C(=O)NCC(CC2CC2)C=2C=NC(=CC2)C(F)(F)F)C(=CC=C1)F (2-chloro-N-(3-cyclopropyl-2-(6-(trifluoromethyl)pyridin-3-yl)propyl)-6-fluorobenzamide). RXN SMILES: [Cl:1][C:2]1[CH:10]=[CH:9][CH:8]=[C:7]([F:11])[C:3]=1[C:4]([OH:6])=O.[CH:12]1([CH2:15][CH:16]([C:19]2[CH:20]=[N:21][C:22]([C:25]([F:28])([F:27])[F:26])=[CH:23][CH:24]=2)[CH2:17][NH2:18])[CH2:14][CH2:13]1>>[Cl:1][C:2]1[CH:10]=[CH:9][CH:8]=[C:7]([F:11])[C:3]=1[C:4]([NH:18][CH2:17][CH:16]([C:19]1[CH:20]=[N:21][C:22]([C:25]([F:28])([F:26])[F:27])=[CH:23][CH:24]=1)[CH2:15][CH:12]1[CH2:13][CH2:14]1)=[O:6]. Reported procedure: From 2-chloro-6-fluorobenzoic acid and 3-cyclopropyl-2-(6-(trifluoromethyl)pyridin-3-yl)propan-1-amine. LCMS (MH+): m/z=401.1, tR (minutes, Method G)=2.88 The reactants are OC(C(C)C)(C=1N=CN(C1)C(C1=CC=CC=C1)(C1=CC=CC=C1)C1=CC=CC=C1)C1=CC=C(C=C1)C1=CC=C(C=C1)NC(C)=O (N-{4′-[1-hydroxy-2-methyl-1-(1-trityl-1H-imidazol-4-yl)propyl][1,1′-biphenyl]-4-yl}acetamide), Cl.N1=CC=CC=C1 (pyridine hydrochloride). Product: OC(C(C)C)(C=1N=CNC1)C1=CC=C(C=C1)C1=CC=C(C=C1)NC(C)=O (N-{4′-[1-hydroxy-1-(1H-imidazol-4-yl)-2-methylpropyl][1,1′-biphenyl]-4-yl}acetamide). The yield is 20.6%. Reaction SMILES: [OH:1][C:2]([C:30]1[CH:35]=[CH:34][C:33]([C:36]2[CH:41]=[CH:40][C:39]([NH:42][C:43](=[O:45])[CH3:44])=[CH:38][CH:37]=2)=[CH:32][CH:31]=1)([C:6]1[N:7]=[CH:8][N:9](C(C2C=CC=CC=2)(C2C=CC=CC=2)C2C=CC=CC=2)[CH:10]=1)[CH:3]([CH3:5])[CH3:4].Cl.N1C=CC=CC=1>>[OH:1][C:2]([C:30]1[CH:35]=[CH:34][C:33]([C:36]2[CH:41]=[CH:40][C:39]([NH:42][C:43](=[O:45])[CH3:44])=[CH:38][CH:37]=2)=[CH:32][CH:31]=1)([C:6]1[N:7]=[CH:8][NH:9][CH:10]=1)[CH:3]([CH3:5])[CH3:4] |f:1.2|. Procedure: By the reaction in the same manner as in Example 4-(iii) using N-{4′-[1-hydroxy-2-methyl-1-(1-trityl-1H-imidazol-4-yl)propyl][1,1′-biphenyl]-4-yl}acetamide (601 mg) and pyridine hydrochloride (0.17 g), the title compound (73 mg) was obtained as colorless powder crystals.